Dataset: the Open Reaction Database (ORD), a public repository of structured organic reaction records. Task: describe an organic reaction: reactants, conditions, products, and yield Reactants: C(C)(C)N(C(C)C)CC (N,N-diisopropylethylamine), O[C@@H](C(=O)[O-])C1=CC=CC=C1 ((R)-2-hydroxy-2-phenylacetate), CC1(OC2=CC=CC=C2[C@@H](C1)N)C ((R)-2,2-dimethylchroman-4-amine), C1CC(=O)N(C1=O)OC(=O)ON2C(=O)CCC2=O (N,N-disuccinimidyl carbonate), N1=CC=CC=C1 (pyridine), NC1=C2CNC(N(C2=CC=C1)C)=O (5-amino-1-methyl-3,4-dihydroquinazolin-2(1H)-one), Cl (HCl). Solvent: C(C)#N (acetonitrile), CCOC(=O)C (EtOAc). Conditions: time 45 minute. Product: CC1(OC2=CC=CC=C2[C@@H](C1)NC(=O)NC1=C2CNC(N(C2=CC=C1)C)=O)C (1-[(4R)-2,2-dimethyl-3,4-dihydro-2H-chromen-4-yl]-3-(1-methyl-2-oxo-1,2,3,4-tetrahydroquinazolin-5-yl)urea). The yield is 88.2%. RXN SMILES: C1C(=O)N(OC(ON2C(=O)CCC2=O)=O)[C:3](=[O:4])C1.N1C=CC=CC=1.[NH2:25][C:26]1[CH:35]=[CH:34][CH:33]=[C:32]2[C:27]=1[CH2:28][NH:29][C:30](=[O:37])[N:31]2[CH3:36].C(N(CC)C(C)C)(C)C.O[C@H](C1C=CC=CC=1)C([O-])=O.[CH3:58][C:59]1([CH3:70])[CH2:68][C@@H:67]([NH2:69])[C:66]2[C:61](=[CH:62][CH:63]=[CH:64][CH:65]=2)[O:60]1.Cl>CCOC(C)=O.C(#N)C>[CH3:58][C:59]1([CH3:70])[CH2:68][C@@H:67]([NH:69][C:3]([NH:25][C:26]2[CH:35]=[CH:34][CH:33]=[C:32]3[C:27]=2[CH2:28][NH:29][C:30](=[O:37])[N:31]3[CH3:36])=[O:4])[C:66]2[C:61](=[CH:62][CH:63]=[CH:64][CH:65]=2)[O:60]1. Procedure: A slurry of N,N-disuccinimidyl carbonate (434 mg, 1.69 mmol), acetonitrile (6 mL), pyridine (0.137 mL, 1.69 mmol), and 5-amino-1-methyl-3,4-dihydroquinazolin-2(1H)-one (A-1) (300 mg, 1.69 mmol) was stirred at room temperature. After 45 min, N,N-diisopropylethylamine (0.879 mL, 5.08 mmol) and (R)-2-hydroxy-2-phenylacetate salt of (R)-2,2-dimethylchroman-4-amine (B-2) (558 mg, 1.69 mmol) were added. After 30 minutes, EtOAc (50 mL) and 2N aqueous HCl (20 mL) were added and the layers separated. The... Starting materials: C(C)N1CCN(CC1)C1=NC(=CC2=CC=CC=C12)C1=CC=C(C=C1)CCOCC1=CC=CC=C1 (1-(4-ethylpiperazin-1-yl)-3-[4-(2-benzyloxyethyl)phenyl]isoquinoline), Cl (hydrochloride), Cl (hydrochloride). Reagents/catalysts: [Pd] (palladium/carbon). The solvent is CO (methanol). Yields the product Cl.Cl.C(C)N1CCN(CC1)C1=NC(=CC2=CC=CC=C12)C1=CC=C(C=C1)CCO (1-(4-ethylpiperazin-1-yl)-3-[4-(2-hydroxyethyl)phenyl]isoquinoline dihydrochloride). Reaction SMILES: [CH2:1]([N:3]1[CH2:8][CH2:7][N:6]([C:9]2[C:18]3[C:13](=[CH:14][CH:15]=[CH:16][CH:17]=3)[CH:12]=[C:11]([C:19]3[CH:24]=[CH:23][C:22]([CH2:25][CH2:26][O:27]CC4C=CC=CC=4)=[CH:21][CH:20]=3)[N:10]=2)[CH2:5][CH2:4]1)[CH3:2].[ClH:35]>CO.[Pd]>[ClH:35].[ClH:35].[CH2:1]([N:3]1[CH2:4][CH2:5][N:6]([C:9]2[C:18]3[C:13](=[CH:14][CH:15]=[CH:16][CH:17]=3)[CH:12]=[C:11]([C:19]3[CH:20]=[CH:21][C:22]([CH2:25][CH2:26][OH:27])=[CH:23][CH:24]=3)[N:10]=2)[CH2:7][CH2:8]1)[CH3:2] |f:4.5.6|. Reported procedure: The resulting 1-(4-ethylpiperazin-1-yl)-3-[4-(2-benzyloxyethyl)phenyl]isoquinoline (0.46 g) was converted into a hydrochloride in a conventional manner. The resulting hydrochloride was then dissolved in methanol (50 ml), followed by the addition of 10% palladium/carbon catalyst (0.10 g), and the catalytic reduction was conducted at atmospheric pressure overnight. The catalyst was filtered off, while the solvent was evaporated. Water was added thereto, followed by the addition of a 1N aqueous sol...